This data is from the Open Reaction Database (ORD), a public repository of structured organic reaction records. The task is: describe an organic reaction: reactants, conditions, products, and yield Reaction SMILES: [C:51]([Cl:52])([Cl:53])([Cl:54])[Cl:55].[CH3:45][CH2:46][CH2:47][CH2:48][CH2:49][CH3:50].[OH:1][CH2:2][C:3](=[CH:4][CH2:5][CH2:6][C:7](=[CH:8][CH2:9][CH2:10][C:11](=[CH:12][CH:13]=[C:14]([C:15](=[O:16])[O:17][CH2:18][CH3:19])[CH:20]([CH3:21])[CH3:22])[CH3:23])[CH3:24])[CH3:25].[c:26]1([P:27]([c:28]2[cH:29][cH:30][cH:31][cH:32][cH:33]2)[c:34]2[cH:35][cH:36][cH:37][cH:38][cH:39]2)[cH:40][cH:41][cH:42][cH:43][cH:44]1>>[CH2:2]([C:3](=[CH:4][CH2:5][CH2:6][C:7](=[CH:8][CH2:9][CH2:10][C:11](=[CH:12][CH:13]=[C:14]([C:15](=[O:16])[O:17][CH2:18][CH3:19])[CH:20]([CH3:21])[CH3:22])[CH3:23])[CH3:24])[CH3:25])[Cl:52]. The reactants are ClC(Cl)(Cl)Cl, CCCCCC, CCOC(=O)C(=CC=C(C)CCC=C(C)CCC=C(C)CO)C(C)C, c1ccc(P(c2ccccc2)c2ccccc2)cc1. Yields the product CCOC(=O)C(=CC=C(C)CCC=C(C)CCC=C(C)CCl)C(C)C. Reactants: CC(C)(C)OC(=O)N1CCN(c2ccc(N)nc2)CC1, Cc1ccccc1, CS(=O)c1ncc2cc(F)c(=O)n(C3CCCC3)c2n1. Yields the product CC(C)(C)OC(=O)N1CCN(c2ccc(Nc3ncc4cc(F)c(=O)n(C5CCCC5)c4n3)nc2)CC1. Reaction SMILES: [C:21]([CH3:22])([CH3:23])([CH3:24])[O:25][C:26](=[O:27])[N:28]1[CH2:29][CH2:30][N:31]([c:34]2[cH:35][n:36][c:37]([NH2:40])[cH:38][cH:39]2)[CH2:32][CH2:33]1.[CH3:41][c:42]1[cH:43][cH:44][cH:45][cH:46][cH:47]1.[CH:1]1([n:6]2[c:7](=[O:20])[c:8]([F:19])[cH:9][c:10]3[c:11]2[n:12][c:13]([S:16]([CH3:17])=[O:18])[n:14][cH:15]3)[CH2:2][CH2:3][CH2:4][CH2:5]1>>[CH:1]1([n:6]2[c:7](=[O:20])[c:8]([F:19])[cH:9][c:10]3[c:11]2[n:12][c:13]([NH:40][c:37]2[n:36][cH:35][c:34]([N:31]4[CH2:30][CH2:29][N:28]([C:26]([O:25][C:21]([CH3:22])([CH3:23])[CH3:24])=[O:27])[CH2:33][CH2:32]4)[cH:39][cH:38]2)[n:14][cH:15]3)[CH2:2][CH2:3][CH2:4][CH2:5]1. Reactants: BrC=1C=C(C=C(C1)Br)/C(=C/C(=O)OCC)/C ((E)-Ethyl 3-(3,5-dibromophenyl)-but-2-enoate), CC(C)C[AlH]CC(C)C (DIBAL-H). The product is BrC=1C=C(C=C(C1)Br)/C(=C/CO)/C ((E)-3-(3,5-dibromophenyl)-but-2-en-1-ol). Reaction SMILES: [Br:1][C:2]1[CH:3]=[C:4](/[C:9](/[CH3:16])=[CH:10]/[C:11](OCC)=[O:12])[CH:5]=[C:6]([Br:8])[CH:7]=1.CC(C[AlH]CC(C)C)C>>[Br:1][C:2]1[CH:3]=[C:4](/[C:9](/[CH3:16])=[CH:10]/[CH2:11][OH:12])[CH:5]=[C:6]([Br:8])[CH:7]=1. Reported procedure: (E)-Ethyl 3-(3,5-dibromophenyl)-but-2-enoate was reduced with DIBAL-H by a procedure analogous to that described in example 50b, to give the colourless oil (E)-3-(3,5-dibromophenyl)-but-2-en-1-ol.